describe an organic reaction: reactants, conditions, products, and yield From a dataset of the Open Reaction Database (ORD), a public repository of structured organic reaction records. The reactants are C(CCC)OCCN1C(NC(=C1)C1=CC=CC=C1)=O (1-(2-butoxyethyl)-4-phenyl-4-imidazolin-2-one), [H][H] (hydrogen). Reagents/catalysts: [Pd] (palladium). The solvent is C(C)O (ethanol). Product: C(CCC)OCCN1C(NC(C1)C1=CC=CC=C1)=O (1-(2-butoxyethyl)-4-phenyl-2-imidazolidone). RXN SMILES: [CH2:1]([O:5][CH2:6][CH2:7][N:8]1[CH:12]=[C:11]([C:13]2[CH:18]=[CH:17][CH:16]=[CH:15][CH:14]=2)[NH:10][C:9]1=[O:19])[CH2:2][CH2:3][CH3:4].[H][H]>C(O)C.[Pd]>[CH2:1]([O:5][CH2:6][CH2:7][N:8]1[CH2:12][CH:11]([C:13]2[CH:14]=[CH:15][CH:16]=[CH:17][CH:18]=2)[NH:10][C:9]1=[O:19])[CH2:2][CH2:3][CH3:4]. Procedure details: A solution of 1-(2-butoxyethyl)-4-phenyl-4-imidazolin-2-one in ethanol with 10% palladium or carbon catalyst is reduced in an atmosphere of hydrogen. After the theoretical amount of hydrogen is absorbed, the catalyst is filtered and filtrate concentrated to give the title compound. Starting materials: [N-]=[N+]=[N-].[Na+] (NaN3), tert-butyl ((3S)-1-(4-azido-5-isothiazolyl)-3-piperidinyl) carbamate, N(=O)[O-].[Na+] (NaNO2), NC=1C=NSC1N1C[C@H](CCC1)NC(OC(C)(C)C)=O (tert-butyl ((3S)-1-(4-amino-5-isothiazolyl)-3-piperidinyl)carbamate), ice, C(=O)([O-])[O-].[Na+].[Na+] (Na2CO3), OS(=O)(=O)O (H2SO4), N#N (N2). The yield is 36.7%. Product: N(=[N+]=[N-])C=1C=NSC1N1C[C@H](CCC1)NC(OC(C)(C)C)=O (tert-butyl ((3S)-1-(4-azido-5-isothiazolyl)-3-piperidinyl)carbamate). Run at time 15 minute. Procedure: tert-butyl ((3S)-1-(4-azido-5-isothiazolyl)-3-piperidinyl) carbamate. A 25 mL, one neck round bottom flask was charged with tert-butyl ((3S)-1-(4-amino-5-isothiazolyl)-3-piperidinyl)carbamate (537 mg, 1.80 mmol), acetone (7 mL), water (7 mL) and a stirbar. The flask was immersed into a ice-water bath and stirred for 15 min. The solution was treated with 8 M H2SO4 (0.90 mL, 7.19 mmol), and stirred for 5 min. The homogenous solution was treated with NaNO2 (163 mg, 2.36 mmol) and stirred for 10 min... Run in O (water), CC(=O)C (acetone), O (H2O). Reaction SMILES: [NH2:1][C:2]1[CH:3]=[N:4][S:5][C:6]=1[N:7]1[CH2:12][CH2:11][CH2:10][C@H:9]([NH:13][C:14](=[O:20])[O:15][C:16]([CH3:19])([CH3:18])[CH3:17])[CH2:8]1.OS(O)(=O)=O.N([O-])=O.[Na+].[N-:30]=[N+:31]=[N-].[Na+].N#N.C([O-])([O-])=O.[Na+].[Na+]>O.CC(C)=O>[N:1]([C:2]1[CH:3]=[N:4][S:5][C:6]=1[N:7]1[CH2:12][CH2:11][CH2:10][C@H:9]([NH:13][C:14](=[O:20])[O:15][C:16]([CH3:17])([CH3:19])[CH3:18])[CH2:8]1)=[N+:30]=[N-:31] |f:2.3,4.5,7.8.9|. The solvent is C1(=CC=CC=C1)C (toluene). Product: [Cl-].COC=1C=C(C[P+](C2=CC=C(C=C2)C)(C2=CC=C(C=C2)C)C2=CC=C(C=C2)C)C=CC1 (3-methoxybenzyltri-p-tolylphosphonium Chloride). Run at temperature 25 celsius. Reported procedure: Into a 50 milliliter glass reactor equipped with a thermometer connected to a temperature controller, a heating mantle, a condenser and a magnetic stirring bar, is charged 5 gms (0.0164 mole) of tri-p-tolyl phosphine and 25 gms of toluene. The slurry is maintained at 25° C. then 3 gms (0.0191 mole) of 3-methoxybenzyl chloride is added. This reaction mass is maintained at 25° C. for 15 hours, then heated to 70° C. and maintained for 2 hours, then cooled to 90° C. and maintained for 2 hours, then ... Reaction SMILES: [C:1]1([CH3:22])[CH:6]=[CH:5][C:4]([P:7]([C:15]2[CH:20]=[CH:19][C:18]([CH3:21])=[CH:17][CH:16]=2)[C:8]2[CH:13]=[CH:12][C:11]([CH3:14])=[CH:10][CH:9]=2)=[CH:3][CH:2]=1.[CH3:23][O:24][C:25]1[CH:26]=[C:27]([CH:30]=[CH:31][CH:32]=1)[CH2:28][Cl:29].P(=O)(O)(O)O>C1(C)C=CC=CC=1>[Cl-:29].[CH3:23][O:24][C:25]1[CH:26]=[C:27]([CH:30]=[CH:31][CH:32]=1)[CH2:28][P+:7]([C:4]1[CH:5]=[CH:6][C:1]([CH3:22])=[CH:2][CH:3]=1)([C:15]1[CH:16]=[CH:17][C:18]([CH3:21])=[CH:19][CH:20]=1)[C:8]1[CH:13]=[CH:12][C:11]([CH3:14])=[CH:10][CH:9]=1 |f:4.5|. Starting materials: COC=1C=C(CCl)C=CC1 (3-methoxybenzyl chloride), C1(=CC=C(C=C1)P(C1=CC=C(C=C1)C)C1=CC=C(C=C1)C)C (tri-p-tolyl phosphine), P(O)(O)(O)=O (phosphoric acid). Reactants: CC(=O)C(C)Br, O=C([O-])[O-], Cc1coc(-c2cc(C(=O)NCc3ccc(S(C)(=O)=O)cc3)c(=O)n(-c3cccc(C(F)(F)F)c3)c2C)n1, CN1CCCC1=O, CC#N, [Ca+2]. The product is Cc1nc(-c2cc(C(=O)NCc3ccc(S(C)(=O)=O)cc3)c(=O)n(-c3cccc(C(F)(F)F)c3)c2C)oc1C. RXN SMILES: [Br:39][CH:40]([CH3:41])[C:42](=[O:43])[CH3:44].[C:45](=[O:46])([O-:47])[O-:48].[CH3:1][S:2](=[O:3])(=[O:4])[c:5]1[cH:6][cH:7][c:8]([CH2:9][NH:10][C:11](=[O:12])[c:13]2[c:14](=[O:36])[n:15](-[c:26]3[cH:27][c:28]([C:32]([F:33])([F:34])[F:35])[cH:29][cH:30][cH:31]3)[c:16]([CH3:25])[c:17](-[c:19]3[o:20][cH:21][c:22]([CH3:24])[n:23]3)[cH:18]2)[cH:37][cH:38]1.[CH3:50][N:51]1[CH2:52][CH2:53][CH2:54][C:55]1=[O:56].[CH3:57][C:58]#[N:59].[Ca+2:49]>>[CH3:1][S:2](=[O:3])(=[O:4])[c:5]1[cH:6][cH:7][c:8]([CH2:9][NH:10][C:11](=[O:12])[c:13]2[c:14](=[O:36])[n:15](-[c:26]3[cH:27][c:28]([C:32]([F:33])([F:34])[F:35])[cH:29][cH:30][cH:31]3)[c:16]([CH3:25])[c:17](-[c:19]3[o:20][c:21]([CH3:40])[c:22]([CH3:24])[n:23]3)[cH:18]2)[cH:37][cH:38]1. Reaction conditions: time 8 hour. Isolated yield 14.5%. Run in C(C)(=O)O (acetic acid), CN(C=O)C (N,N-dimethylformamide), O (water). Reactants: [OH-].[Na+] (sodium hydroxide), C(C)(=O)O[C@H]1[C@@H](O[C@@H]([C@@H]([C@@H]1OC(C)=O)OC(C)=O)COC(C)=O)OC1=NNC(=C1CC1=CC=C(C=C1)CCCC(NC(C)(C)C(=O)O)=O)C(C)C (3-(2,3,4,6-tetra-O-acetyl-β-D-galacto-pyranosyloxy)-4-[(4-{3-[1-carboxy-1-(methyl)ethyl-carbamoyl]propyl}phenyl)methyl]-5-isopropyl-1H-pyrazole), Cl.C(C)N=C=NCCCN(C)C (1-ethyl-3-(3-dimethylaminopropyl)carbodiimide hydrochloride), ON1N=NC2=C1C=CC=C2 (1-hydroxybenzotriazole), OCCN1CCNCC1 (1-(2-hydroxyethyl)piperazine). Procedure: To a solution of 3-(2,3,4,6-tetra-O-acetyl-β-D-galacto-pyranosyloxy)-4-[(4-{3-[1-carboxy-1-(methyl)ethyl-carbamoyl]propyl}phenyl)methyl]-5-isopropyl-1H-pyrazole (30 mg) in N,N-dimethylformamide (0.5 mL) were added 1-ethyl-3-(3-dimethylaminopropyl)carbodiimide hydrochloride (12 mg), 1-hydroxybenzotriazole (9 mg) and 1-(2-hydroxyethyl)piperazine (54 mg), and the mixture was stirred at room temperature overnight. To the reaction mixture was added 5 mol/L aqueous sodium hydroxide solution (0.25 mL),... RXN SMILES: C([O:4][C@@H:5]1[C@@H:10]([O:11]C(=O)C)[C@@H:9]([O:15]C(=O)C)[C@@H:8]([CH2:19][O:20]C(=O)C)[O:7][C@H:6]1[O:24][C:25]1[C:29]([CH2:30][C:31]2[CH:36]=[CH:35][C:34]([CH2:37][CH2:38][CH2:39][C:40](=[O:48])[NH:41][C:42]([C:45](O)=[O:46])([CH3:44])[CH3:43])=[CH:33][CH:32]=2)=[C:28]([CH:49]([CH3:51])[CH3:50])[NH:27][N:26]=1)(=O)C.Cl.C(N=C=NCCCN(C)C)C.ON1C2C=CC=CC=2N=N1.[OH:74][CH2:75][CH2:76][N:77]1[CH2:82][CH2:81][NH:80][CH2:79][CH2:78]1.[OH-].[Na+]>CN(C)C=O.O.C(O)(=O)C>[C@@H:6]1([O:24][C:25]2[C:29]([CH2:30][C:31]3[CH:32]=[CH:33][C:34]([CH2:37][CH2:38][CH2:39][C:40](=[O:48])[NH:41][C:42]([C:45]([N:80]4[CH2:81][CH2:82][N:77]([CH2:76][CH2:75][OH:74])[CH2:78][CH2:79]4)=[O:46])([CH3:44])[CH3:43])=[CH:35][CH:36]=3)=[C:28]([CH:49]([CH3:51])[CH3:50])[NH:27][N:26]=2)[O:7][C@H:8]([CH2:19][OH:20])[C@H:9]([OH:15])[C@H:10]([OH:11])[C@H:5]1[OH:4] |f:1.2,5.6|. The product is [C@@H]1([C@H](O)[C@@H](O)[C@@H](O)[C@H](O1)CO)OC1=NNC(=C1CC1=CC=C(C=C1)CCCC(NC(C)(C)C(=O)N1CCN(CC1)CCO)=O)C(C)C (3-(β-D-Galactopyranosyloxy)-4-[(4-{3-[1-{[4-(2-hydroxy-ethyl)piperazin-1-yl]carbonyl}-1-(methyl)ethylcarbamoyl]-propyl}phenyl)methyl]-5-isopropyl-1H-pyrazole). The reactants are CI, Cc1c([SH](C)Sc2cc(C(=O)O)c(O)c(C(C)(C)C)c2)cc(C(C)(C)C)c(O)c1C(=O)O. Product: CSc1cc(C(C)(C)C)c(O)c(C(=O)O)c1C. RXN SMILES: [CH3:33][I:34].[OH:1][c:2]1[c:3]([C:4]([OH:5])=[O:6])[cH:7][c:8]([S:9][SH:12]([c:13]2[c:14]([CH3:27])[c:15]([C:16](=[O:17])[OH:18])[c:19]([OH:26])[c:20]([C:22]([CH3:23])([CH3:24])[CH3:25])[cH:21]2)[CH3:28])[cH:10][c:11]1[C:29]([CH3:30])([CH3:31])[CH3:32]>>[S:12]([c:13]1[c:14]([CH3:27])[c:15]([C:16](=[O:17])[OH:18])[c:19]([OH:26])[c:20]([C:22]([CH3:23])([CH3:24])[CH3:25])[cH:21]1)[CH3:28].